describe an organic reaction: reactants, conditions, products, and yield From a dataset of the Open Reaction Database (ORD), a public repository of structured organic reaction records. The reactants are CCOC(=O)Nc1nc2cc(Cl)ccc2nc1OC, Clc1cccc(N2CCNCC2)c1. Yields the product COc1nc2ccc(Cl)cc2nc1NC(=O)N1CCN(c2cccc(Cl)c2)CC1. Reaction SMILES: [Cl:1][c:2]1[cH:3][c:4]2[n:5][c:6]([NH:14][C:15]([O:16][CH2:17][CH3:18])=[O:19])[c:7]([O:12][CH3:13])[n:8][c:9]2[cH:10][cH:11]1.[Cl:20][c:21]1[cH:22][cH:23][cH:24][c:25]([N:27]2[CH2:28][CH2:29][NH:30][CH2:31][CH2:32]2)[cH:26]1>>[Cl:1][c:2]1[cH:3][c:4]2[n:5][c:6]([NH:14][C:15](=[O:19])[N:30]3[CH2:29][CH2:28][N:27]([c:25]4[cH:24][cH:23][cH:22][c:21]([Cl:20])[cH:26]4)[CH2:32][CH2:31]3)[c:7]([O:12][CH3:13])[n:8][c:9]2[cH:10][cH:11]1. Starting materials: CC(NC(=O)C(O)c1cc(F)cc(F)c1)C(=O)Nc1cc(C2(c3ccccc3)CCN(C)CC2)nn1C(C)(C)C, O=C(O)C(F)(F)F. Yields the product CC(NC(=O)C(O)c1cc(F)cc(F)c1)C(=O)Nc1cc(C2(c3ccccc3)CCN(C)CC2)n[nH]1. RXN SMILES: [C:1]([CH3:2])([CH3:3])([CH3:4])[n:5]1[n:6][c:7]([C:28]2([c:35]3[cH:36][cH:37][cH:38][cH:39][cH:40]3)[CH2:29][CH2:30][N:31]([CH3:34])[CH2:32][CH2:33]2)[cH:8][c:9]1[NH:10][C:11]([CH:12]([CH3:13])[NH:14][C:15]([CH:16]([OH:17])[c:18]1[cH:19][c:20]([F:25])[cH:21][c:22]([F:24])[cH:23]1)=[O:26])=[O:27].[OH:41][C:42]([C:43]([F:44])([F:45])[F:46])=[O:47]>>[nH:5]1[n:6][c:7]([C:28]2([c:35]3[cH:36][cH:37][cH:38][cH:39][cH:40]3)[CH2:29][CH2:30][N:31]([CH3:34])[CH2:32][CH2:33]2)[cH:8][c:9]1[NH:10][C:11]([CH:12]([CH3:13])[NH:14][C:15]([CH:16]([OH:17])[c:18]1[cH:19][c:20]([F:25])[cH:21][c:22]([F:24])[cH:23]1)=[O:26])=[O:27].